Dataset: the Open Reaction Database (ORD), a public repository of structured organic reaction records. Task: describe an organic reaction: reactants, conditions, products, and yield As a reaction SMILES: [C:1](=[O:2])([O-:3])[O-:4].[CH3:33][CH2:34][CH2:35][CH2:36][CH2:37][CH3:38].[CH3:45][S:46]([CH3:47])=[O:48].[K+:5].[K+:6].[OH2:49].[c:7]1([CH2:13][CH2:14][CH2:15][NH2:16])[cH:8][cH:9][cH:10][cH:11][cH:12]1.[cH:17]1[c:18]([O:27][CH2:28][CH2:29][CH2:30][CH2:31][Cl:32])[cH:19][cH:20][c:21]2[cH:22][cH:23][cH:24][cH:25][c:26]12.[cH:39]1[cH:40][cH:41][cH:42][cH:43][cH:44]1>>[c:7]1([CH2:13][CH2:14][CH2:15][NH:16][CH2:31][CH2:30][CH2:29][CH2:28][O:27][c:18]2[cH:17][c:26]3[c:21]([cH:20][cH:19]2)[cH:22][cH:23][cH:24][cH:25]3)[cH:8][cH:9][cH:10][cH:11][cH:12]1. Yields the product c1ccc(CCCNCCCCOc2ccc3ccccc3c2)cc1. Starting materials: O=C([O-])[O-], CCCCCC, CS(C)=O, [K+], [K+], O, NCCCc1ccccc1, ClCCCCOc1ccc2ccccc2c1, c1ccccc1. Reactants: CCO, Nc1ccc(O)cc1. Product: CC(O)Oc1ccc(N)cc1. RXN SMILES: [CH3:9][CH2:10][OH:11].[NH2:1][c:2]1[cH:3][cH:4][c:5]([OH:6])[cH:7][cH:8]1>>[NH2:1][c:2]1[cH:3][cH:4][c:5]([O:6][CH:10]([CH3:9])[OH:11])[cH:7][cH:8]1.